From a dataset of the Open Reaction Database (ORD), a public repository of structured organic reaction records. describe an organic reaction: reactants, conditions, products, and yield The reactants are COC=1C=C(C=NC1)C(=O)OC (Methyl 5-methoxypyridine 3-carboxylate). The reagents and catalysts are [Pt](=O)=O (platinum (IV) oxide). Yields the product COC1CC(CNC1)C(=O)OC (Methyl 5-methoxypiperidine-3-carboxylate). Solvent: Cl (HCl), CO (methyl alcohol). Reaction SMILES: [CH3:1][O:2][C:3]1[CH:4]=[C:5]([C:9]([O:11][CH3:12])=[O:10])[CH:6]=[N:7][CH:8]=1>Cl.CO.[Pt](=O)=O>[CH3:1][O:2][CH:3]1[CH2:8][NH:7][CH2:6][CH:5]([C:9]([O:11][CH3:12])=[O:10])[CH2:4]1. Procedure details: Methyl 5-methoxypyridine 3-carboxylate (1 g, 6.02 mmol) and platinum (IV) oxide (50 mg) suspended in 1.25 M HCl in methyl alcohol (10 mL) were hydrogenated in Parr shaker under 40 psi overnight. The reaction mixture was filtered through a pad of celite, washed with MeOH and concentrated to give crude product.